This data is from the Open Reaction Database (ORD), a public repository of structured organic reaction records. The task is: describe an organic reaction: reactants, conditions, products, and yield Reaction SMILES: [C:1]([CH3:2])(=[O:3])[NH:4][c:5]1[c:6]([N+:15](=[O:16])[O-:17])[cH:7][c:8]([S:11][CH2:12][CH:13]=[CH2:14])[cH:9][cH:10]1.[C:22]([O:23][OH:25])(=[O:24])[CH3:26].[CH3:27][OH:28].[CH:18]([Cl:19])([Cl:20])[Cl:21]>>[C:1]([CH3:2])(=[O:3])[NH:4][c:5]1[c:6]([N+:15](=[O:16])[O-:17])[cH:7][c:8]([S:11]([CH2:12][CH:13]=[CH2:14])=[O:24])[cH:9][cH:10]1. The product is C=CCS(=O)c1ccc(NC(C)=O)c([N+](=O)[O-])c1. Starting materials: C=CCSc1ccc(NC(C)=O)c([N+](=O)[O-])c1, CC(=O)OO, CO, ClC(Cl)Cl.